This data is from the Open Reaction Database (ORD), a public repository of structured organic reaction records. The task is: describe an organic reaction: reactants, conditions, products, and yield The reactants are [Al+3], CCOCC, [H-], [H-], [H-], [H-], [Li+], C1CCOC1, CON(C)C(=O)C1CC(O)CN1C(=O)OC(C)(C)C. Yields the product CC(C)(C)OC(=O)N1CC(O)CC1C=O. RXN SMILES: [Al+3:21].[CH3:26][CH2:27][O:28][CH2:29][CH3:30].[H-:20].[H-:23].[H-:24].[H-:25].[Li+:22].[O:31]1[CH2:32][CH2:33][CH2:34][CH2:35]1.[OH:1][CH:2]1[CH2:3][CH:4]([C:14](=[O:15])[N:16]([O:17][CH3:18])[CH3:19])[N:5]([C:7](=[O:8])[O:9][C:10]([CH3:11])([CH3:12])[CH3:13])[CH2:6]1>>[OH:1][CH:2]1[CH2:3][CH:4]([CH:14]=[O:15])[N:5]([C:7](=[O:8])[O:9][C:10]([CH3:11])([CH3:12])[CH3:13])[CH2:6]1.